This data is from the Open Reaction Database (ORD), a public repository of structured organic reaction records. The task is: describe an organic reaction: reactants, conditions, products, and yield Reactants: CO, [Na+], O=C([O-])O, O, c1cnc2[nH]ccc2c1. Product: [O-][n+]1cccc2cc[nH]c21. RXN SMILES: [CH3:15][OH:16].[Na+:14].[O-:10][C:11]([OH:12])=[O:13].[OH2:17].[nH:1]1[cH:2][cH:3][c:4]2[c:5]1[n:6][cH:7][cH:8][cH:9]2>>[nH:1]1[cH:2][cH:3][c:4]2[c:5]1[n+:6]([O-:10])[cH:7][cH:8][cH:9]2. Reactants: C(CCCCCCCC=CCCCCCCCC)(=O)Cl (9-octadecenoyl chloride), CC1(OC(CC(O1)=O)=O)C (2,2-dimethyl-1,3-dioxane-4,6-dione). Product: OC(CCCCCCCC=CCCCCCCCC)=C1C(OC(OC1=O)(C)C)=O (5-(1-hydroxy-9-octadecenylidene)-2,2-dimethyl-1,3-dioxane-4,6-dione). Yield: 88.4%. RXN SMILES: [C:1](Cl)(=[O:19])[CH2:2][CH2:3][CH2:4][CH2:5][CH2:6][CH2:7][CH2:8][CH:9]=[CH:10][CH2:11][CH2:12][CH2:13][CH2:14][CH2:15][CH2:16][CH2:17][CH3:18].[CH3:21][C:22]1([CH3:30])[O:27][C:26](=[O:28])[CH2:25][C:24](=[O:29])[O:23]1>>[OH:19][C:1](=[C:25]1[C:26](=[O:28])[O:27][C:22]([CH3:30])([CH3:21])[O:23][C:24]1=[O:29])[CH2:2][CH2:3][CH2:4][CH2:5][CH2:6][CH2:7][CH2:8][CH:9]=[CH:10][CH2:11][CH2:12][CH2:13][CH2:14][CH2:15][CH2:16][CH2:17][CH3:18]. Procedure details: Starting from 9-octadecenoyl chloride (15 g) and 2,2-dimethyl-1,3-dioxane-4,6-dione (8 g), 5-(1-hydroxy-9-octadecenylidene)-2,2-dimethyl-1,3-dioxane-4,6-dione (18 g) was obtained as an oil according to similar manner to that of Preparation A-2 (1). The reactants are C(C)(C)OC1=C(C=O)C=CC=C1 (2-isopropoxybenzaldehyde), C1=CC=C(C=C1)OC2=CC=CC=C2N (2-aminodiphenyl ether), C(C)(=O)O (acetic acid), [BH4-].[Na+] (sodium borohydride). Solvent: CO (methanol). Reaction conditions: time 30 minute. Product: C(C)(C)OC1=C(CNC2=C(C=CC=C2)OC2=CC=CC=C2)C=CC=C1 (N-(2-isopropoxybenzyl)-2-phenoxyaniline). The yield is 79.6%. RXN SMILES: [CH:1]([O:4][C:5]1[CH:12]=[CH:11][CH:10]=[CH:9][C:6]=1[CH:7]=O)([CH3:3])[CH3:2].[CH:13]1[CH:18]=[CH:17][C:16]([O:19][C:20]2[C:25]([NH2:26])=[CH:24][CH:23]=[CH:22][CH:21]=2)=[CH:15][CH:14]=1.[BH4-].[Na+].C(O)(=O)C>CO>[CH:1]([O:4][C:5]1[CH:12]=[CH:11][CH:10]=[CH:9][C:6]=1[CH2:7][NH:26][C:25]1[CH:24]=[CH:23][CH:22]=[CH:21][C:20]=1[O:19][C:16]1[CH:15]=[CH:14][CH:13]=[CH:18][CH:17]=1)([CH3:3])[CH3:2] |f:2.3|. Reported procedure: To a solution of 1.64 g of 2-isopropoxybenzaldehyde in 10 ml of methanol was added 1.85 g of 2-aminodiphenyl ether, and then the mixture was stirred at room temperature for 30 minutes and cooled on ice-water. To the cooled reaction solution was gradually added 1.50 g of sodium borohydride, followed by stirring under ice-cooling for 30 minutes and then at room temperature for 30 minutes. An aqueous acetic acid solution (1.5 ml of acetic acid—30 ml of water) was added dropwise to the reaction solu... The reactants are [N+](=O)(O)[O-] (nitric acid), [OH-].[Mg+2].[OH-] (magnesium hydroxide), [N+](=O)(O)[O-] (nitric acid). The product is [N+](=O)([O-])[O-].[Mg+2].[N+](=O)([O-])[O-] (magnesium nitrate). RXN SMILES: [N+:1]([O-:4])([OH:3])=[O:2].[OH-].[Mg+2:6].[OH-]>>[N+:1]([O-:4])([O-:3])=[O:2].[Mg+2:6].[N+:1]([O-:4])([O-:3])=[O:2] |f:1.2.3,4.5.6|. Procedure: contacting said humidified gaseous stream containing nitric acid in a second wet scrubbing unit with a second aqueous medium containing magnesium hydroxide which reacts with nitric acid to form magnesium nitrate; Reagents/catalysts: C=1C=CC(=CC1)[P](C=2C=CC=CC2)(C=3C=CC=CC3)[Pd]([P](C=4C=CC=CC4)(C=5C=CC=CC5)C=6C=CC=CC6)([P](C=7C=CC=CC7)(C=8C=CC=CC8)C=9C=CC=CC9)[P](C=1C=CC=CC1)(C=1C=CC=CC1)C=1C=CC=CC1 (tetrakis(triphenylphosphine)palladium(0)). Run at temperature 120 celsius. RXN SMILES: Br[C:2]1[CH:20]=[CH:19][C:5]([CH2:6][N:7]2[CH2:12][CH2:11][O:10][C@@H:9]([C:13]3[CH:18]=[CH:17][CH:16]=[CH:15][CH:14]=3)[CH2:8]2)=[CH:4][CH:3]=1.[F:21][C:22]([F:33])([F:32])[C:23]1[CH:28]=[CH:27][CH:26]=[CH:25][C:24]=1B(O)O.C(=O)([O-])[O-].[Na+].[Na+].C1(C)C=CC=CC=1>C1C=CC([P]([Pd]([P](C2C=CC=CC=2)(C2C=CC=CC=2)C2C=CC=CC=2)([P](C2C=CC=CC=2)(C2C=CC=CC=2)C2C=CC=CC=2)[P](C2C=CC=CC=2)(C2C=CC=CC=2)C2C=CC=CC=2)(C2C=CC=CC=2)C2C=CC=CC=2)=CC=1.C(O)C>[C:13]1([C@@H:9]2[O:10][CH2:11][CH2:12][N:7]([CH2:6][C:5]3[CH:19]=[CH:20][C:2]([C:24]4[CH:25]=[CH:26][CH:27]=[CH:28][C:23]=4[C:22]([F:33])([F:32])[F:21])=[CH:3][CH:4]=3)[CH2:8]2)[CH:18]=[CH:17][CH:16]=[CH:15][CH:14]=1 |f:2.3.4,^1:50,52,71,90|. The reactants are BrC1=CC=C(CN2C[C@@H](OCC2)C2=CC=CC=C2)C=C1 ((S)-4-(4-Bromo-benzyl)-2-phenyl-morpholine), C1(=CC=CC=C1)C (toluene), FC(C1=C(C=CC=C1)B(O)O)(F)F (2-(Trifluoromethyl)phenyl boronic acid), C([O-])([O-])=O.[Na+].[Na+] (sodium carbonate). The solvent is C(C)O (ethanol). Procedure details: 106 mg of (S)-4-(4-Bromo-benzyl)-2-phenyl-morpholine was combined with 91 mg of 2-(Trifluoromethyl)phenyl boronic acid, 18 mg of tetrakis(triphenylphosphine)palladium(0), 1.1 mL of 2M sodium carbonate solution, 2.9 mL toluene and 1.4 mL ethanol. The reaction mixture was heated in a sealed tube at 120° C. overnight in an oil bath. The reaction mixture was filtered through Celite and concentrated in vacuo. The residue was diluted with water and extracted with ethyl acetate. The combined organic ph... Yields the product C1(=CC=CC=C1)[C@H]1CN(CCO1)CC1=CC=C(C=C1)C1=C(C=CC=C1)C(F)(F)F ((S)-2-Phenyl-4-(2′-trifluoromethyl-biphenyl-4-ylmethyl)-morpholine). Yield: 69.6%. The reactants are Cl (hydrochloric acid), ClC=1N=C(C=2N=CN([C@H]3[C@H](O)[C@H](O)[C@@H](CO)O3)C2N1)N[C@@H](COC1=CC=CC=C1)C (2-chloro- N-((R)1-phenoxy-2-propyl)adenosine), [OH-].[Na+] (sodium hydroxide), CO (methanol). Product: COC=1N=C(C=2N=CN([C@H]3[C@H](O)[C@H](O)[C@@H](CO)O3)C2N1)N[C@@H](COC1=CC=CC=C1)C (2-Methoxy- N-[(R)-1-phenoxy-2-propyl]adenosine), title compound. Yield: 60.0%. As a reaction SMILES: Cl[C:2]1[N:3]=[C:4]([NH:20][C@H:21]([CH3:30])[CH2:22][O:23][C:24]2[CH:29]=[CH:28][CH:27]=[CH:26][CH:25]=2)[C:5]2[N:6]=[CH:7][N:8]([C:18]=2[N:19]=1)[C@@H:9]1[O:17][C@H:14]([CH2:15][OH:16])[C@@H:12]([OH:13])[C@H:10]1[OH:11].[OH-:31].[Na+].Cl.[CH3:34]O>>[CH3:34][O:31][C:2]1[N:3]=[C:4]([NH:20][C@H:21]([CH3:30])[CH2:22][O:23][C:24]2[CH:29]=[CH:28][CH:27]=[CH:26][CH:25]=2)[C:5]2[N:6]=[CH:7][N:8]([C:18]=2[N:19]=1)[C@@H:9]1[O:17][C@H:14]([CH2:15][OH:16])[C@@H:12]([OH:13])[C@H:10]1[OH:11] |f:1.2|. Procedure details: 2-Methoxy- N-[(R)-1-phenoxy-2-propyl]adenosine was prepared by reacting 2-chloro- N-((R)1-phenoxy-2-propyl)adenosine (Example 2)(0.30 g, 0.69 mmol) with a mixture of sodium hydroxide (0.32 g, 8.0 mmol) and methanol (15 ml) in a sealed vessel at 80°-90° C. for 4 h. The cooled reaction mixture was neutralised with concentrated hydrochloric acid and evaporated to dryness. Water (30 ml) was added and the mixture was extracted with dichloromethane (2×30 ml). The combined extracts were dried (MgSO4) a... Starting materials: C(Cl)Cl (methylene chloride), FC1=C(C(=C(C(=N1)F)F)F)F (pentafluoropyridine), C(C)NCC (diethylamine), solution. The solvent is O (water). Conditions: time 30 minute. Product: CN(C1=C(C(=NC(=C1F)F)F)F)C (4-dimethylamino-2,3,5,6-tetra-fluoropyridine). As a reaction SMILES: C(Cl)Cl.[F:4][C:5]1[N:10]=[C:9]([F:11])[C:8]([F:12])=[C:7](F)[C:6]=1[F:14].[CH2:15]([NH:17][CH2:18]C)C>O>[CH3:15][N:17]([CH3:18])[C:7]1[C:6]([F:14])=[C:5]([F:4])[N:10]=[C:9]([F:11])[C:8]=1[F:12]. Reported procedure: To methylene chloride (50 mL) cooled in an ice bath was added pentafluoropyridine (2.0 g, 11.8 mmol) and diethylamine (2.97 mL of a 40% solution in water, 24 mmol). After stirring for 30 minutes the solution was washed with water, and dried over basic alumina. The solvent was removed in vacuo to give 4-dimethylamino-2,3,5,6-tetra-fluoropyridine; NMR (CDCl3) 3.13 (m,6) ppm. Starting materials: CCOC(=O)C(Cc1ccc(OCCc2ccc(OS(C)(=O)=O)cc2)c(C(C)(C)C)c1)OCC, C1CCOC1, [Li+], [OH-], O. Product: CCOC(Cc1ccc(OCCc2ccc(OS(C)(=O)=O)cc2)c(C(C)(C)C)c1)C(=O)O. Reaction SMILES: [C:1]([CH3:2])([CH3:3])([CH3:4])[c:5]1[cH:6][c:7]([CH2:25][CH:26]([C:27](=[O:28])[O:29][CH2:30][CH3:31])[O:32][CH2:33][CH3:34])[cH:8][cH:9][c:10]1[O:11][CH2:12][CH2:13][c:14]1[cH:15][cH:16][c:17]([O:20][S:21](=[O:22])(=[O:23])[CH3:24])[cH:18][cH:19]1.[CH2:37]1[O:38][CH2:39][CH2:40][CH2:41]1.[Li+:35].[OH-:36].[OH2:42]>>[C:1]([CH3:2])([CH3:3])([CH3:4])[c:5]1[cH:6][c:7]([CH2:25][CH:26]([C:27](=[O:28])[OH:29])[O:32][CH2:33][CH3:34])[cH:8][cH:9][c:10]1[O:11][CH2:12][CH2:13][c:14]1[cH:15][cH:16][c:17]([O:20][S:21](=[O:22])(=[O:23])[CH3:24])[cH:18][cH:19]1. Starting materials: BrC=1C(=CC(=C(C1)C(C)=O)O)F (1-(5-bromo-4-fluoro-2-hydroxyphenyl)ethanone), C(C1=CC=CC=C1)=O (benzaldehyde), [OH-].[Na+] (NaOH). Solvent: CCO (EtOH). Reaction conditions: time 0.5 hour. Product: BrC=1C(=CC(=C(C1)C(C=CC1=CC=CC=C1)=O)O)F (1-(5-bromo-4-fluoro-2-hydroxyphenyl)-3-phenylprop-2-en-1-one). The yield is 90.5%. As a reaction SMILES: [Br:1][C:2]1[C:3]([F:12])=[CH:4][C:5]([OH:11])=[C:6]([C:8](=[O:10])[CH3:9])[CH:7]=1.[CH:13](=O)[C:14]1[CH:19]=[CH:18][CH:17]=[CH:16][CH:15]=1.[OH-].[Na+]>CCO>[Br:1][C:2]1[C:3]([F:12])=[CH:4][C:5]([OH:11])=[C:6]([C:8](=[O:10])[CH:9]=[CH:13][C:14]2[CH:19]=[CH:18][CH:17]=[CH:16][CH:15]=2)[CH:7]=1 |f:2.3|. Procedure details: In a bottle were combined 1-(5-bromo-4-fluoro-2-hydroxyphenyl)ethanone (8.63 g, 37.15 mmol), benzaldehyde (3.94 g, 37.15 mmol), EtOH (96%, 45 mL) and NaOH (13.08 g, 327 mmol). The mixture was stirred vigorously for 0.5 h. and then filtered. The mixture was poured into HCl (1 N, 50 mL) and filtered. The solid was dried to give 1-(5-bromo-4-fluoro-2-hydroxyphenyl)-3-phenylprop-2-en-1-one (10.8 g, 91%). Starting materials: N1CCCCC1 (Piperidine), OC1=CC=CC=2NC(OC21)=O (7-Hydroxy-3H-benzooxazol-2-one), BrC=1C(=C(C=C(C=O)C1)OC)OC (5-bromoveratraldehyde), C(CC#N)#N (malononitrile), C(C)O (ethanol). Run at time 8 hour. The product is NC1OC=2C(C(C=C3C=CC(OC23)=O)C2=CC(=C(C(=C2)OC)OC)Br)N1C#N (2-amino-4-(3-bromo-4,5-dimethoxyphenyl)-3-cyano-8-oxo-4H-oxazolo[4,5-h]chromene). Yield: 38.0%. As a reaction SMILES: [OH:1][C:2]1[C:10]2[O:9][C:8](=O)[NH:7][C:6]=2[CH:5]=[CH:4][CH:3]=1.[Br:12][C:13]1[C:14]([O:23][CH3:24])=[C:15]([O:21][CH3:22])[CH:16]=[C:17]([CH:20]=1)C=O.[C:25](#N)[CH2:26][C:27]#[N:28].[NH:30]1[CH2:35]CCCC1.C([OH:38])C>>[NH2:7][CH:8]1[N:28]([C:35]#[N:30])[CH:27]2[CH:26]([C:17]3[CH:16]=[C:15]([O:21][CH3:22])[C:14]([O:23][CH3:24])=[C:13]([Br:12])[CH:20]=3)[CH:25]=[C:5]3[C:6]([O:38][C:2](=[O:1])[CH:3]=[CH:4]3)=[C:10]2[O:9]1. Procedure: 7-Hydroxy-3H-benzooxazol-2-one (300 mg, 1.98 mmol), 5-bromoveratraldehyde (486 mg, 1.98 mmol) and malononitrile (131 mg, 1.98 mmol) were dissolved in ethanol (12 mL). Piperidine (390 μL, 3.96 mmol) was added and the reaction was stirred at room temperature overnight. The precipitate was filtered and dried to yield 339 mg (38%) of the desired 2-amino-4-(3-bromo-4,5-dimethoxyphenyl)-3-cyano-8-oxo-4H-oxazolo[4,5-h]chromene as a light yellow powder. 1H NMR (DMSO-d6): 11.79 (s, 1H), 7.21 (brs, 2H), 6...